Dataset: the Open Reaction Database (ORD), a public repository of structured organic reaction records. Task: describe an organic reaction: reactants, conditions, products, and yield Starting materials: CC(=O)OI1(C=2C=CC=CC2C(=O)O1)(OC(=O)C)OC(=O)C (Dess Martin), C(C1=CC=CC=C1)OC(=O)N1CCC(C(CC1)O)NC(C)=O (4-acetylamino-5-hydroxy-azepane-1-carboxylic acid benzyl ester). Solvent: ClCCl (dichloromethane), ClCCl (dichloromethane). Reaction conditions: time 1 hour. Product: C(C1=CC=CC=C1)OC(=O)N1CCC(C(CC1)=O)NC(C)=O (4-Acetylamino-5-oxo-azepane-1-carboxylic acid benzyl ester). Yield: 89.3%. Reaction SMILES: CC(OI1(OC(C)=O)(OC(C)=O)OC(=O)C2C=CC=CC1=2)=O.[CH2:23]([O:30][C:31]([N:33]1[CH2:39][CH2:38][CH:37]([OH:40])[CH:36]([NH:41][C:42](=[O:44])[CH3:43])[CH2:35][CH2:34]1)=[O:32])[C:24]1[CH:29]=[CH:28][CH:27]=[CH:26][CH:25]=1>ClCCl>[CH2:23]([O:30][C:31]([N:33]1[CH2:39][CH2:38][C:37](=[O:40])[CH:36]([NH:41][C:42](=[O:44])[CH3:43])[CH2:35][CH2:34]1)=[O:32])[C:24]1[CH:25]=[CH:26][CH:27]=[CH:28][CH:29]=1. Procedure: 11 g Dess Martin Periodane was added to 6.2 g 4-acetylamino-5-hydroxy-azepane-1-carboxylic acid benzyl ester in 100 mL dichloromethane and stirred for 1 h at RT. The mixture was diluted with dichloromethane and washed with 2 mol/L sodium hydroxide solution. The organic layer was washed with brine, dried and concentrated. The residue was purified by chromatographie on silica gel (EtOAc) to yield 5.5 g of the desired product. (M+H)+: 305